From a dataset of the Open Reaction Database (ORD), a public repository of structured organic reaction records. describe an organic reaction: reactants, conditions, products, and yield Starting materials: BrC1=CC(=C(C#N)C=C1)F (4-Bromo-2-fluorobenzonitrile), [OH-].[Na+] (sodium hydroxide), C1(=CC=CC=C1)COC(=O)NCC=C ((phenylmethoxy)-N-prop-2-enylcarboxamide), 9-BBN dimer. Reagents/catalysts: Cl[Pd]Cl.C1(=CC=CC=C1)P([C-]1C=CC=C1)C1=CC=CC=C1.[C-]1(C=CC=C1)P(C1=CC=CC=C1)C1=CC=CC=C1.[Fe+2] ([1,1′bis(diphenylphosphino)ferrocene] dichloropalladium (II)), C1=CC=C(C=C1)P([C-]2C=CC=C2)C3=CC=CC=C3.C1=CC=C(C=C1)P([C-]2C=CC=C2)C3=CC=CC=C3.Cl[Pd]Cl.[Fe+2] (PdCl2(dppf)). Solvent: OO (hydrogen peroxide). Yields the product C(#N)C1=C(C=C(C=C1)CCCNC(=O)OCC1=CC=CC=C1)F (N-[3-(4-cyano-3-fluorophenyl)propyl](phenylmethoxy)carboxamide). As a reaction SMILES: Br[C:2]1[CH:9]=[CH:8][C:5]([C:6]#[N:7])=[C:4]([F:10])[CH:3]=1.[C:11]1([CH2:17][O:18][C:19]([NH:21][CH2:22][CH:23]=[CH2:24])=[O:20])[CH:16]=[CH:15][CH:14]=[CH:13][CH:12]=1.C12CCCC(CCC1)B12[H]B2(C3CCCC2CCC3)[H]1.[OH-].[Na+]>Cl[Pd]Cl.C1(P(C2C=CC=CC=2)[C-]2C=CC=C2)C=CC=CC=1.[C-]1(P(C2C=CC=CC=2)C2C=CC=CC=2)C=CC=C1.[Fe+2].OO>[C:6]([C:5]1[CH:8]=[CH:9][C:2]([CH2:24][CH2:23][CH2:22][NH:21][C:19]([O:18][CH2:17][C:11]2[CH:12]=[CH:13][CH:14]=[CH:15][CH:16]=2)=[O:20])=[CH:3][C:4]=1[F:10])#[N:7] |f:3.4,5.6.7.8|. Procedure details: Scheme IIIb, step A: 4-Bromo-2-fluorobenzonitrile (3 g, 15 mmol), (phenylmethoxy)-N-prop-2-enylcarboxamide (3.44 g, 18 mmol), 9-BBN dimer (2.93 g, 12 mmol), [1,1′bis(diphenylphosphino)ferrocene] dichloropalladium (II), PdCl2(dppf) (0.61 g, 0.75 mmol), 3N sodium hydroxide (10 mL), and pH=7 buffer: hydrogen peroxide (2:1, 20 mL) are combined in a manner analogous to the procedure described in example 6 to provide the intermediate title compound, N-[3-(4-cyano-3-fluorophenyl)propyl](phenylmethoxy)c... Conditions: time 16 hour. Procedure: Diethylamine (80 mL, propargyl alcohol (6.4 mL, 0.11 mol), copper(I)iodide (0.7 g), tetrahydrofuran (25 mL), and tetrakis(triphenylphosphine)palladium(o) (1.2 g) were placed in a 250-mL flask under nitrogen. A solution of p-iodoanisole (23.4 g, 0.1 mol) in 40 mL of tetrahydrofuran was added to the reaction dropwise over 30 minutes. The reaction was stirred for 16 hours at room temperature, then evaporated in vacuo to give a dark brown residue. The residue was dissolved in 200 mL of water and ext... Reactants: C(C)NCC (Diethylamine), C(C#C)O (propargyl alcohol), IC1=CC=C(C=C1)OC (p-iodoanisole). The product is COC1=CC=C(C=C1)C#CCO (3-(4'-Methoxyphenyl)-2-propyn-1-ol). Run in O (water), O1CCCC1 (tetrahydrofuran), O1CCCC1 (tetrahydrofuran). Reagents/catalysts: [Cu]I (copper(I)iodide), C1=CC=C(C=C1)P(C2=CC=CC=C2)C3=CC=CC=C3.C1=CC=C(C=C1)P(C2=CC=CC=C2)C3=CC=CC=C3.C1=CC=C(C=C1)P(C2=CC=CC=C2)C3=CC=CC=C3.C1=CC=C(C=C1)P(C2=CC=CC=C2)C3=CC=CC=C3.[Pd] (tetrakis(triphenylphosphine)palladium(o)). Isolated yield 94.8%. Reaction SMILES: C(NCC)C.[CH2:6]([OH:9])[C:7]#[CH:8].I[C:11]1[CH:16]=[CH:15][C:14]([O:17][CH3:18])=[CH:13][CH:12]=1>O1CCCC1.O.[Cu]I.C1C=CC(P(C2C=CC=CC=2)C2C=CC=CC=2)=CC=1.C1C=CC(P(C2C=CC=CC=2)C2C=CC=CC=2)=CC=1.C1C=CC(P(C2C=CC=CC=2)C2C=CC=CC=2)=CC=1.C1C=CC(P(C2C=CC=CC=2)C2C=CC=CC=2)=CC=1.[Pd]>[CH3:18][O:17][C:14]1[CH:15]=[CH:16][C:11]([C:8]#[C:7][CH2:6][OH:9])=[CH:12][CH:13]=1 |f:6.7.8.9.10|. The reactants are COc1cc2nc(C)ccc2c(OC)c1OC, C1COCCO1, O, O=[Se]=O. Yields the product COc1cc2nc(C=O)ccc2c(OC)c1OC. RXN SMILES: [CH3:5][c:6]1[n:7][c:8]2[cH:9][c:10]([O:20][CH3:21])[c:11]([O:18][CH3:19])[c:12]([O:16][CH3:17])[c:13]2[cH:14][cH:15]1.[O:22]1[CH2:23][CH2:24][O:25][CH2:26][CH2:27]1.[OH2:4].[Se:1](=[O:2])=[O:3]>>[O:4]=[CH:5][c:6]1[n:7][c:8]2[cH:9][c:10]([O:20][CH3:21])[c:11]([O:18][CH3:19])[c:12]([O:16][CH3:17])[c:13]2[cH:14][cH:15]1. Reactants: [H-].[Na+] (sodium hydride), O=C(CP(OC)(OC)=O)CCC1=CC=CC=C1 (dimethyl (2-oxo-4-phenylbutyl)-phosphonate), C(=O)C=1OC=CC(C1OCCCCCC(=O)OCC)=O (2-formyl-3-(5-carboethoxypentyloxy)-4-pyrone), C(C)(=O)O (acetic acid). The solvent is C1CCOC1 (THF), C1CCOC1 (THF). Run at time 1 hour. The product is O=C(/C=C/C=1OC=CC(C1OCCCCCC(=O)OCC)=O)CCC1=CC=CC=C1 (2-(3-oxo-5-phenyl-trans-1-pentenyl)-3-(5-carboethoxypentyloxy)-4-pyrone). The yield is 61.6%. RXN SMILES: [H-].[Na+].[O:3]=[C:4]([CH2:12][CH2:13][C:14]1[CH:19]=[CH:18][CH:17]=[CH:16][CH:15]=1)[CH2:5]P(=O)(OC)OC.[CH:20]([C:22]1[O:23][CH:24]=[CH:25][C:26](=[O:39])[C:27]=1[O:28][CH2:29][CH2:30][CH2:31][CH2:32][CH2:33][C:34]([O:36][CH2:37][CH3:38])=[O:35])=O.C(O)(=O)C>C1COCC1>[O:3]=[C:4]([CH2:12][CH2:13][C:14]1[CH:15]=[CH:16][CH:17]=[CH:18][CH:19]=1)/[CH:5]=[CH:20]/[C:22]1[O:23][CH:24]=[CH:25][C:26](=[O:39])[C:27]=1[O:28][CH2:29][CH2:30][CH2:31][CH2:32][CH2:33][C:34]([O:36][CH2:37][CH3:38])=[O:35] |f:0.1|. Procedure details: To a solution, under nitrogen, of 0.187 g (3.9 mmole) of sodium hydride (50% dispersion in mineral oil) in 10 ml of dry THF was added dropwise 1.2 g (4.95 mmole) of dimethyl (2-oxo-4-phenylbutyl)-phosphonate. The heterogeneous mixture was stirred for 1.0 hour then a solution of 1.0 g (3.54 mmole) of 2-formyl-3-(5-carboethoxypentyloxy)-4-pyrone, prepared by the procedure of Examples 1 and 2, in 5 ml of THF was added. The mixture was stirred for 15 min then was neutralized to pH 7 with glacial ace...